Dataset: the Open Reaction Database (ORD), a public repository of structured organic reaction records. Task: describe an organic reaction: reactants, conditions, products, and yield Starting materials: [BH4-].[Na+] (sodium borohydride), C(C)(=O)OCC (ethyl acetate), ClC1=CC=C(N=N1)C(=O)O (6-chloropyridazine-3-carboxylic acid), S(=O)(Cl)Cl (thionyl chloride). Run in O (water), C1(=CC=CC=C1)C (toluene). Reaction conditions: temperature 60 celsius, time 3 hour. Product: ClC1=CC=C(N=N1)CO ((6-Chloropyridazin-3-yl)methanol). As a reaction SMILES: [Cl:1][C:2]1[N:7]=[N:6][C:5]([C:8](O)=[O:9])=[CH:4][CH:3]=1.S(Cl)(Cl)=O.[BH4-].[Na+].C(OCC)(=O)C>C1(C)C=CC=CC=1.O>[Cl:1][C:2]1[N:7]=[N:6][C:5]([CH2:8][OH:9])=[CH:4][CH:3]=1 |f:2.3|. Reported procedure: 4.3 g (21.4 mmol) of 6-chloropyridazine-3-carboxylic acid are dissolved in 60 ml of dry toluene and heated to 60° C. At this temperature, 3.8 g (32.2 mmol) of thionyl chloride are added, and the mixture is stirred at this temperature for 3 h. The mixture is then heated at reflux for 4 h. After cooling to RT, the solvent is removed on a rotary evaporator. 20 ml of toluene are added, and the mixture is again evaporated to dryness. The residue is dissolved in 40 ml of methyl tert-butyl ether and co... Reactants: CN1C(=CC=C1)CCN1CC2=CC=C(C=C2CC1)NC(=O)C=1C(=CC=CC1)C1=CC=C(C=C1)C(F)(F)F (4'-Trifluoromethylbiphenyl-2-carboxylic acid-{2- [2-(1-methyl-1H-pyrrol-2-yl)ethyl]-1,2,3,4-tetrahydroisoquinolin-6-yl}-amide), 2-(2-pyridin-2-yl-ethyl-1,2,3,4-tetrahydroisoquinolin-6-yl]-amide, FC(C1=CC=C(C=C1)C=1C(=CC=CC1)C(=O)O)(F)F (4'-Trifluoromethylbiphenyl-2-carboxylic acid), 4'-Trifluoromethylbiphenyl-2-carboxylic acid-[2-(1-trifluoromethylacetyl-piperidin-4-yl)-1,2,3,4-tetrahydroisoquinolin-6-yl]-amide, N1CCC(CC1)N1CC2=CC=C(C=C2CC1)NC(=O)C=1C(=CC=CC1)C1=CC=C(C=C1)C(F)(F)F (4'-Trifluoromethylbiphenyl-2-carboxylic acid-(2-piperidin-4-yl-1,2,3,4-tetrahydroisoquinolin-6-yl)-amide), FC(C1=CC=C(C=C1)C=1C(=CC=CC1)C(=O)O)(F)F (4'-Trifluoromethylbiphenyl-2-carboxylic acid), C1(=CC=CC=C1)C(CN1CC2=CC=C(C=C2CC1)NC(=O)C=1C(=CC=CC1)C1=CC=C(C=C1)C(F)(F)F)C1=CC=CC=C1 (4'-Trifluoromethylbiphenyl-2-carboxylic acid-[2-(2,2-diphenylethyl)-1,2,3,4-tetrahydroisoquinolin-6-yl]-amide), C1(=CC=CC=C1)CCC1NCCC2=CC(=CC=C12)NC(=O)C=1C(=CC=CC1)C1=CC=C(C=C1)C(F)(F)F (4'-Trifluoromethylbiphenyl-2-carboxylic acid-(2-phenylethyl-1,2,3,4-tetrahydroisoquinolin-6-yl)-amide). Yields the product CNC(NCCN1CC2=CC=C(C=C2CC1)NC(=O)C=1C(=CC=CC1)C1=CC=C(C=C1)C(F)(F)F)=O (4'-Trifluoromethylbiphenyl-2-carboxylic acid-{2-[2-(3-methylureido)-ethyl]-1,2,3,4-tetrahydroisoquinolin-6-yl}-amide). As a reaction SMILES: CN1C=CC=C1[CH2:7][CH2:8][N:9]1[CH2:18][CH2:17][C:16]2[C:11](=[CH:12][CH:13]=[C:14]([NH:19][C:20]([C:22]3[C:23]([C:28]4[CH:33]=[CH:32][C:31]([C:34]([F:37])([F:36])[F:35])=[CH:30][CH:29]=4)=[CH:24][CH:25]=[CH:26][CH:27]=3)=[O:21])[CH:15]=2)[CH2:10]1.FC(F)(F)C1C=CC(C2C(C(O)=O)=CC=CC=2)=CC=1.C1(C(C2C=CC=CC=2)CN2CCC3C(=CC=[C:70]([NH:75][C:76](C4C(C5C=CC(C(F)(F)F)=CC=5)=CC=CC=4)=[O:77])C=3)C2)C=CC=CC=1.C1(CCC2C3C(=CC(NC(C4C(C5C=CC(C(F)(F)F)=CC=5)=CC=CC=4)=O)=CC=3)CC[NH:109]2)C=CC=CC=1.N1CCC(N2CCC3C(=CC=C(NC(C4C(C5C=CC(C(F)(F)F)=CC=5)=CC=CC=4)=O)C=3)C2)CC1>>[CH3:70][NH:75][C:76](=[O:77])[NH:109][CH2:7][CH2:8][N:9]1[CH2:10][CH2:11][C:12]2[C:17](=[CH:16][CH:15]=[C:14]([NH:19][C:20]([C:22]3[C:23]([C:28]4[CH:33]=[CH:32][C:31]([C:34]([F:37])([F:36])[F:35])=[CH:30][CH:29]=4)=[CH:24][CH:25]=[CH:26][CH:27]=3)=[O:21])[CH:13]=2)[CH2:18]1. Procedure details: ##STR5## 4'-Trifluoromethylbiphenyl-2-carboxylic acid-{2- [2-(1-methyl-1H-pyrrol-2-yl)ethyl]-1,2,3,4-tetrahydroisoquinolin-6-yl}-amide; ##STR6## 4'-Trifluoromethylbiphenyl-2-carboxylic acid-{2-[2-(2H-[1,2,4]triazol-3-yl-ethyl]-1,2,3,4-tetrahydroisoquinolin-6-yl}-amide; ##STR7## 4'-Trifluoromethylbiphenyl-2-carboxylic acid-[2-(2,2-diphenylethyl)-1,2,3,4-tetrahydroisoquinolin-6-yl]-amide; ##STR8## 4'-Trifluoromethylbiphenyl-2-carboxylic acid-[2-(2-pyridin-2-yl-ethyl-1,2,3,4-tetrahydroisoquinolin-6...